From a dataset of the Open Reaction Database (ORD), a public repository of structured organic reaction records. describe an organic reaction: reactants, conditions, products, and yield The reactants are NC1=NC(=NC=C1Br)Cl (4-amino-5-bromo-2-chloropyrimidine), C[C@@H]1[C@H](C2=CC(=CC=C2C1)C)N ((1R,2S)-2,6-dimethyl-2,3-dihydro-1H-inden-1-amine), C([O-])([O-])=O.[K+].[K+] (potassium carbonate). Run in CN(C(C)=O)C (N,N-dimethylacetamide). Yields the product BrC=1C(=NC(=NC1)N[C@@H]1[C@H](CC2=CC=C(C=C12)C)C)N (5-bromo-N2-[(1R,2S)-2,6-dimethyl-2,3-dihydro-1H-inden-1-yl]pyrimidine-2,4-diamine). Yield: 40.6%. RXN SMILES: [NH2:1][C:2]1[C:7]([Br:8])=[CH:6][N:5]=[C:4](Cl)[N:3]=1.[CH3:10][C@H:11]1[CH2:19][C:18]2[C:13](=[CH:14][C:15]([CH3:20])=[CH:16][CH:17]=2)[C@@H:12]1[NH2:21].C(=O)([O-])[O-].[K+].[K+]>CN(C)C(=O)C>[Br:8][C:7]1[C:2]([NH2:1])=[N:3][C:4]([NH:21][C@H:12]2[C:13]3[C:18](=[CH:17][CH:16]=[C:15]([CH3:20])[CH:14]=3)[CH2:19][C@@H:11]2[CH3:10])=[N:5][CH:6]=1 |f:2.3.4|. Procedure: 0.2 g (0.96 mmol) of 4-amino-5-bromo-2-chloropyrimidine, 0.196 g (1.15 mmol) of (1R,2S)-2,6-dimethyl-2,3-dihydro-1H-inden-1-amine and 0.399 g of potassium carbonate are heated in 1.5 ml of N,N-dimethylacetamide at 170° C. in a closed cell in a microwave for 60 minutes (Biotage initiator, http://www.biotage.com/DynPage.aspx?id=22001). The resulting crude mixture is absorbed on silica gel and purified by means of column chromatography using heptane/ethyl acetate as eluent. Following concentration ... Starting materials: Cc1nn(-c2ccc(CC#N)cn2)c(C)c1-c1ccccc1, CCO, NN, O. As a reaction SMILES: [CH3:1][c:2]1[n:3][n:4](-[c:14]2[cH:15][cH:16][c:17]([CH2:20][C:21]#[N:22])[cH:18][n:19]2)[c:5]([CH3:13])[c:6]1-[c:7]1[cH:8][cH:9][cH:10][cH:11][cH:12]1.[CH3:26][CH2:27][OH:28].[NH2:24][NH2:25].[OH2:23]>>[CH3:1][c:2]1[n:3][n:4](-[c:14]2[cH:15][cH:16][c:17]([CH2:20][CH2:21][NH2:22])[cH:18][n:19]2)[c:5]([CH3:13])[c:6]1-[c:7]1[cH:8][cH:9][cH:10][cH:11][cH:12]1. The product is Cc1nn(-c2ccc(CCN)cn2)c(C)c1-c1ccccc1. Starting materials: CC(C)c1noc(C(Cl)(Cl)Cl)n1, CO, CC(O)C1CCNCC1, [Na+], [OH-]. The product is CC(C)c1noc(N2CCC(C(C)O)CC2)n1. RXN SMILES: [CH3:1][CH:2]([CH3:3])[c:4]1[n:5][o:6][c:7]([C:9]([Cl:10])([Cl:11])[Cl:12])[n:8]1.[CH3:24][OH:25].[NH:13]1[CH2:14][CH2:15][CH:16]([CH:19]([CH3:20])[OH:21])[CH2:17][CH2:18]1.[Na+:23].[OH-:22]>>[CH3:1][CH:2]([CH3:3])[c:4]1[n:5][o:6][c:7]([N:13]2[CH2:14][CH2:15][CH:16]([CH:19]([CH3:20])[OH:21])[CH2:17][CH2:18]2)[n:8]1. Reactants: CCOC(=O)C(CC(OCC)OCC)C(=O)OCC, CCO, [K+], [OH-]. Yields the product CCOC(=O)C(CC(OCC)OCC)C(=O)[O-], [K+]. Reaction SMILES: [CH2:1]([CH3:2])[O:3][CH:4]([CH2:5][CH:6]([C:7](=[O:8])[O:9][CH2:10][CH3:11])[C:12](=[O:13])[O:14][CH2:15][CH3:16])[O:17][CH2:18][CH3:19].[CH3:22][CH2:23][OH:24].[K+:21].[OH-:20]>>[CH2:1]([CH3:2])[O:3][CH:4]([CH2:5][CH:6]([C:7](=[O:8])[O:9][CH2:10][CH3:11])[C:12](=[O:13])[O-:14])[O:17][CH2:18][CH3:19].[K+:21]. Starting materials: Amine, 4-morpholinocarbonyl chloride, C(=O)(OC(C)(C)C)N1CCNCC1 (1-BOC-piperazine), C([O-])([O-])=O.[K+].[K+] (potassium carbonate). The solvent is C(C)#N (acetonitrile), ClCCl (dichloromethane). Run at time 3 hour. Product: C(C)(C)(C)OC(=O)N1CCN(CC1)C(=O)N1CCOCC1 (4-(morpholine-4-carbonyl)-piperazine-1-carboxylic acid tert-butyl ester). Isolated yield 195.0%. Reaction SMILES: [C:1]([N:8]1[CH2:13][CH2:12][NH:11][CH2:10][CH2:9]1)([O:3][C:4]([CH3:7])([CH3:6])[CH3:5])=[O:2].[C:14](=[O:17])([O-])[O-].[K+].[K+]>C(#N)C.ClCCl>[C:4]([O:3][C:1]([N:8]1[CH2:9][CH2:10][N:11]([C:1]([N:8]2[CH2:13][CH2:14][O:17][CH2:10][CH2:9]2)=[O:2])[CH2:12][CH2:13]1)=[O:2])([CH3:7])([CH3:6])[CH3:5] |f:1.2.3|. Procedure details: Amine preparation: A mixture of 4-morpholinocarbonyl chloride (0.38 ml), 1-BOC-piperazine (552 mg) and potassium carbonate (439 mg) in acetonitrile (7 mL) was stirred at room temperature for 3 hours. The reaction mixture was then diluted with dichloromethane, washed with brine, dried (MgSO4) and the solvent removed in vacuo to yield 4-(morpholine-4-carbonyl)-piperazine-1-carboxylic acid tert-butyl ester (865 mg). Treatment of this compound with HCl in dichloromethane/methanol yielded the title c... The reactants are CCCCOc1cc(C(F)(F)F)ccc1C=CC(=O)O, COc1nc(OC)nc([N+]2(C)CCOCC2)n1, [Cl-], Cl, CS(=O)(=O)Nc1c(F)cc(CN)cc1F, O. The product is CCCCOc1cc(C(F)(F)F)ccc1C=CC(=O)NCc1cc(F)c(NS(C)(=O)=O)c(F)c1. As a reaction SMILES: [CH2:17]([CH2:18][CH2:19][CH3:20])[O:21][c:22]1[c:23]([CH:32]=[CH:33][C:34](=[O:35])[OH:36])[cH:24][cH:25][c:26]([C:28]([F:29])([F:30])[F:31])[cH:27]1.[CH3:39][O:40][c:41]1[n:42][c:43]([O:44][CH3:45])[n:46][c:47]([N+:48]2([CH3:49])[CH2:50][CH2:51][O:52][CH2:53][CH2:54]2)[n:55]1.[Cl-:38].[ClH:16].[NH2:1][CH2:2][c:3]1[cH:4][c:5]([F:15])[c:6]([NH:10][S:11](=[O:12])(=[O:13])[CH3:14])[c:7]([F:9])[cH:8]1.[OH2:37]>>[NH:1]([CH2:2][c:3]1[cH:4][c:5]([F:15])[c:6]([NH:10][S:11](=[O:12])(=[O:13])[CH3:14])[c:7]([F:9])[cH:8]1)[C:34]([CH:33]=[CH:32][c:23]1[c:22]([O:21][CH2:17][CH2:18][CH2:19][CH3:20])[cH:27][c:26]([C:28]([F:29])([F:30])[F:31])[cH:25][cH:24]1)=[O:35].